Task: describe an organic reaction: reactants, conditions, products, and yield. Dataset: the Open Reaction Database (ORD), a public repository of structured organic reaction records As a reaction SMILES: [BH4-:45].[CH2:1]([c:2]1[cH:3][cH:4][cH:5][cH:6][cH:7]1)[O:8][CH2:9][n:10]1[c:11]([CH:21]([CH2:22][CH2:23][CH2:24][CH2:25][CH2:26][C:27](=[O:28])[OH:29])[NH:30][C:31](=[O:32])[O:33][C:34]([CH3:35])([CH3:36])[CH3:37])[n:12][cH:13][c:14]1-[c:15]1[cH:16][cH:17][cH:18][cH:19][cH:20]1.[CH2:47]1[O:48][CH2:49][CH2:50][CH2:51]1.[CH3:38][N:39]1[CH2:40][CH2:41][O:42][CH2:43][CH2:44]1.[Na+:46].[OH2:52]>>[CH2:1]([c:2]1[cH:3][cH:4][cH:5][cH:6][cH:7]1)[O:8][CH2:9][n:10]1[c:11]([CH:21]([CH2:22][CH2:23][CH2:24][CH2:25][CH2:26][CH2:27][OH:28])[NH:30][C:31](=[O:32])[O:33][C:34]([CH3:35])([CH3:36])[CH3:37])[n:12][cH:13][c:14]1-[c:15]1[cH:16][cH:17][cH:18][cH:19][cH:20]1. Reactants: [BH4-], CC(C)(C)OC(=O)NC(CCCCCC(=O)O)c1ncc(-c2ccccc2)n1COCc1ccccc1, C1CCOC1, CN1CCOCC1, [Na+], O. Yields the product CC(C)(C)OC(=O)NC(CCCCCCO)c1ncc(-c2ccccc2)n1COCc1ccccc1. The reactants are CCCCc1nc2ccccc2n1Cc1ccc(-c2ccccc2-c2nnn(C(c3ccccc3)(c3ccccc3)c3ccccc3)n2)cc1, Cl, C1COCCO1, O. The product is CCCCc1nc2ccccc2n1Cc1ccc(-c2ccccc2-c2nnn[nH]2)cc1. RXN SMILES: [CH2:1]([CH2:2][CH2:3][CH3:4])[c:5]1[n:6][c:7]2[c:8]([n:9]1[CH2:10][c:11]1[cH:12][cH:13][c:14](-[c:17]3[c:18](-[c:23]4[n:24][n:25][n:26]([C:28]([c:29]5[cH:30][cH:31][cH:32][cH:33][cH:34]5)([c:35]5[cH:36][cH:37][cH:38][cH:39][cH:40]5)[c:41]5[cH:42][cH:43][cH:44][cH:45][cH:46]5)[n:27]4)[cH:19][cH:20][cH:21][cH:22]3)[cH:15][cH:16]1)[cH:47][cH:48][cH:49][cH:50]2.[ClH:51].[O:52]1[CH2:53][CH2:54][O:55][CH2:56][CH2:57]1.[OH2:58]>>[CH2:1]([CH2:2][CH2:3][CH3:4])[c:5]1[n:6][c:7]2[c:8]([n:9]1[CH2:10][c:11]1[cH:12][cH:13][c:14](-[c:17]3[c:18](-[c:23]4[n:24][n:25][n:26][nH:27]4)[cH:19][cH:20][cH:21][cH:22]3)[cH:15][cH:16]1)[cH:47][cH:48][cH:49][cH:50]2. Starting materials: O1CCOCC1 (dioxane), C1(CC1)C(C1=CC=C(C=C1)SC)O (1-(cyclopropyl, hydroxymethyl)-4-methylthiobenzene), Br (hydrobromic acid). Run in O (water). Run at time 30 minute. Yields the product CSC1=CC=C(C=C1)/C=C/CCBr (4-(4'-methylthiophenyl)-3(E)-butenylbromide). As a reaction SMILES: O1CCOCC1.[CH:7]1([CH:10](O)[C:11]2[CH:16]=[CH:15][C:14]([S:17][CH3:18])=[CH:13][CH:12]=2)[CH2:9][CH2:8]1.[BrH:20]>O>[CH3:18][S:17][C:14]1[CH:15]=[CH:16][C:11](/[CH:10]=[CH:7]/[CH2:8][CH2:9][Br:20])=[CH:12][CH:13]=1. Procedure: To 10 ml of dioxane solution containing 5 g of 1-(cyclopropyl, hydroxymethyl)-4-methylthiobenzene was added dropwise 6 ml of 47% of hydrobromic acid under an ice-cooled condition, then the mixture was stirred for 30 minutes, and the reaction mixture was concentrated under a reduced pressure. To the residue thus obtained was added water, then extracted with ether, the extract was washed with water and dried with anhydrous sodium sulfate, and concentrated to dryness. The residue was recrystallized... Reactants: CCO, OCC(O)(CNCc1ccccc1)C(F)(F)F, [H][H], [OH-], [OH-], [Pd+2]. Yields the product NCC(O)(CO)C(F)(F)F. RXN SMILES: [CH3:20][CH2:21][OH:22].[F:1][C:2]([C:3]([CH2:4][OH:5])([OH:6])[CH2:7][NH:8][CH2:9][c:10]1[cH:11][cH:12][cH:13][cH:14][cH:15]1)([F:16])[F:17].[H:18][H:19].[OH-:23].[OH-:25].[Pd+2:24]>>[F:1][C:2]([C:3]([CH2:4][OH:5])([OH:6])[CH2:7][NH2:8])([F:16])[F:17]. As a reaction SMILES: COC1C=C(OC)C=CC=1C[O:6][N:7]1[C:12](=[O:13])[C:11]2[S:14][C:15]3[CH:20]=[CH:19][CH:18]=[CH:17][C:16]=3[C:10]=2[NH:9][C:8]1=[O:21].Br[CH2:29][CH2:30][C:31]1[CH:36]=[CH:35][CH:34]=[CH:33][CH:32]=1>>[OH:6][N:7]1[C:12](=[O:13])[C:11]2[S:14][C:15]3[CH:20]=[CH:19][CH:18]=[CH:17][C:16]=3[C:10]=2[N:9]([CH2:29][CH2:30][C:31]2[CH:36]=[CH:35][CH:34]=[CH:33][CH:32]=2)[C:8]1=[O:21]. Procedure: Following general procedure B2 and D1, 3-(2,4-Dimethoxy-benzyloxy)-1H-benzo[4,5]thieno[3,2-d]pyrimidine-2,4-dione was alkylated with 2-Bromoethylbenzene and subsequently deprotected to provide the title compound as a white solid. 1H NMR (d6-DMSO, 300 MHz) δ 3.08-3.14 (m, 2H); 4.67-4.73 (m, 2H); 7.24-7.38 (m, 5H); 7.61-7.69 (m, 2H); 8.20 (dd, J1=7 Hz, J2=2 Hz, 1H); 8.30 (dd, J1=7 Hz, J2=2 Hz, 1H); Ret. time=2.77 min., m/z=339.0. Starting materials: D1, COC1=C(CON2C(NC3=C(C2=O)SC2=C3C=CC=C2)=O)C=CC(=C1)OC (3-(2,4-Dimethoxy-benzyloxy)-1H-benzo[4,5]thieno[3,2-d]pyrimidine-2,4-dione), BrCCC1=CC=CC=C1 (2-Bromoethylbenzene). The product is ON1C(N(C2=C(C1=O)SC1=C2C=CC=C1)CCC1=CC=CC=C1)=O (3-Hydroxy-1-phenethyl-1H-benzo[4,5]thieno[3,2-d]pyrimidine-2,4-dione). Reactants: Nc1ncnn2c(C3CCNC3)cc(-c3ccc4cn(Cc5ccccc5)nc4c3)c12, CN(C)CCC(=O)O, Cl. Yields the product CN(C)CCC(=O)N1CCC(c2cc(-c3ccc4cn(Cc5ccccc5)nc4c3)c3c(N)ncnn23)C1. As a reaction SMILES: [CH2:1]([c:2]1[cH:3][cH:4][cH:5][cH:6][cH:7]1)[n:8]1[n:9][c:10]2[cH:11][c:12](-[c:17]3[cH:18][c:19]([CH:27]4[CH2:28][NH:29][CH2:30][CH2:31]4)[n:20]4[n:21][cH:22][n:23][c:24]([NH2:26])[c:25]34)[cH:13][cH:14][c:15]2[cH:16]1.[CH3:33][N:34]([CH2:35][CH2:36][C:37](=[O:38])[OH:39])[CH3:40].[ClH:32]>>[CH2:1]([c:2]1[cH:3][cH:4][cH:5][cH:6][cH:7]1)[n:8]1[n:9][c:10]2[cH:11][c:12](-[c:17]3[cH:18][c:19]([CH:27]4[CH2:28][N:29]([C:37]([CH2:36][CH2:35][N:34]([CH3:33])[CH3:40])=[O:38])[CH2:30][CH2:31]4)[n:20]4[n:21][cH:22][n:23][c:24]([NH2:26])[c:25]34)[cH:13][cH:14][c:15]2[cH:16]1. The reactants are O=S1(N(CCC1)C1=CC=C(C=C1)C=1N(C2=CC(=CC=C2C1C#N)O)CC)=O (2-[4-(1,1-dioxo-1λ6-isothiazolidin-2-yl)phenyl]-1-ethyl-6-hydroxy-1H-indole-3-carbonitrile), O=S1(N(CCC1)C1=CC=C(C=C1)C=1N(C2=CC(=CC=C2C1C#N)OC(C)C)CC)=O (2-[4-(1,1-dioxo-1λ6-isothiazolidin-2-yl)phenyl]-1-ethyl-6-isopropoxy-1H-indole-3-carbonitrile), C(=O)([O-])[O-].[K+].[K+] (K2CO3), IC(C)C (2-iodopropane). Solvent: CCOC(=O)C.C(Cl)Cl (EtOAc CH2Cl2), C(C)C(=O)C (methyl ethyl ketone). The product is O=S1(N(CCC1)C1=CC=C(C=C1)C=1N(C2=CC(=CC=C2C1C#N)OC)CC)=O (2-[4-(1,1-dioxo-1λ6-isothiazolidin-2-yl)phenyl]-1-ethyl-6-methoxy-1H-indole-3-carbonitrile). RXN SMILES: O=S1(=O)CCCN1C1C=CC(C2N(CC)C3C(C=2C#N)=CC=C(O)C=3)=CC=1.C([O-])([O-])=O.[K+].[K+].IC(C)C.[O:38]=[S:39]1(=[O:67])[CH2:43][CH2:42][CH2:41][N:40]1[C:44]1[CH:49]=[CH:48][C:47]([C:50]2[N:51]([CH2:65][CH3:66])[C:52]3[C:57]([C:58]=2[C:59]#[N:60])=[CH:56][CH:55]=[C:54]([O:61][CH:62](C)C)[CH:53]=3)=[CH:46][CH:45]=1>CCOC(C)=O.C(Cl)Cl.C(C(C)=O)C>[O:67]=[S:39]1(=[O:38])[CH2:43][CH2:42][CH2:41][N:40]1[C:44]1[CH:45]=[CH:46][C:47]([C:50]2[N:51]([CH2:65][CH3:66])[C:52]3[C:57]([C:58]=2[C:59]#[N:60])=[CH:56][CH:55]=[C:54]([O:61][CH3:62])[CH:53]=3)=[CH:48][CH:49]=1 |f:1.2.3,6.7|. Procedure details: Following the procedure in example 1B step B, 2-[4-(1,1-dioxo-1λ6-isothiazolidin-2-yl)phenyl]-1-ethyl-6-hydroxy-1H-indole-3-carbonitrile, K2CO3, 2-iodopropane and methyl ethyl ketone are heated at reflux to give, after flash chromatography (EtOAc/CH2Cl2, 0-2%), 61% of 2-[4-(1,1-dioxo-1λ6-isothiazolidin-2-yl)phenyl]-1-ethyl-6-isopropoxy-1H-indole-3-carbonitrile as an off-white solid. Starting materials: BrC(C)C=1N=C2N(C(C1)=O)C(=CS2)C (7-(1-bromoethyl)-3-methyl-5H-[1,3]thiazolo[3,2-a]pyrimidin-5-one), BrN1C(CCC1=O)=O (N-bromosuccinimide). Solvent: C(C)#N (acetonitrile). Reaction conditions: temperature 80 celsius, time 8 hour. Product: BrC1=C(N=C2N(C1=O)C(=CS2)C)C(C)Br (6-bromo-7-(1-bromoethyl)-3-methyl-5H-[1,3]thiazolo[3,2-a]pyrimidin-5-one). The yield is 93.4%. As a reaction SMILES: [Br:1][CH:2]([C:4]1[N:5]=[C:6]2[S:13][CH:12]=[C:11]([CH3:14])[N:7]2[C:8](=[O:10])[CH:9]=1)[CH3:3].[Br:15]N1C(=O)CCC1=O>C(#N)C>[Br:15][C:9]1[C:8](=[O:10])[N:7]2[C:11]([CH3:14])=[CH:12][S:13][C:6]2=[N:5][C:4]=1[CH:2]([Br:1])[CH3:3]. Procedure: A mixture of 7-(1-bromoethyl)-3-methyl-5H-[1,3]thiazolo[3,2-a]pyrimidin-5-one (16.2 g, 59.3 mmol) and N-bromosuccinimide (15.8 g, 89.0 mmol) in acetonitrile (500 mL) was stirred at 80° C., under nitrogen, overnight. After removal of acetonitrile in vacuum, the resulting solid was dissolved in methylene chloride, washed with water, saturated Na2S2O3, saturated sodium bicarbonate, and brine; and then the organic layers dried over sodium sulfate and filtered. The filtrate was concentrated under red...